Dataset: the Open Reaction Database (ORD), a public repository of structured organic reaction records. Task: describe an organic reaction: reactants, conditions, products, and yield Reactants: CC1(C)Oc2ccc(C#N)cc2C2OC21, Nc1nc2cc([N+](=O)[O-])ccc2s1. The product is CC1(C)Oc2ccc(C#N)cc2C(Nc2nc3cc([N+](=O)[O-])ccc3s2)C1O. Reaction SMILES: [CH3:1][C:2]1([CH3:15])[CH:3]2[CH:4]([c:5]3[cH:6][c:7]([C:12]#[N:13])[cH:8][cH:9][c:10]3[O:11]1)[O:14]2.[N+:16](=[O:17])([O-:18])[c:19]1[cH:20][cH:21][c:22]2[c:23]([n:24][c:25]([NH2:27])[s:26]2)[cH:28]1>>[CH3:1][C:2]1([CH3:15])[CH:3]([OH:14])[CH:4]([NH:27][c:25]2[n:24][c:23]3[c:22]([cH:21][cH:20][c:19]([N+:16](=[O:17])[O-:18])[cH:28]3)[s:26]2)[c:5]2[cH:6][c:7]([C:12]#[N:13])[cH:8][cH:9][c:10]2[O:11]1. Starting materials: CC(C)(C)[O-].[Na+] (NaOtBu), BrC=1C=C(C=NC1)C1=NC2=CC=CC=C2C(N1C1=CC=C(C=C1)C(C)CC)=O (2-(5-bromopyridin-3-yl)-3-(4-sec-butylphenyl)quinazolin-4(3H)-one), N(CC)CC (Et2NH). Reagents/catalysts: CC(=O)[O-].CC(=O)[O-].[Pd+2] (Pd(OAc)2), C1=CC=C(C=C1)P([C-]2C=CC=C2)C3=CC=CC=C3.C1=CC=C(C=C1)P([C-]2C=CC=C2)C3=CC=CC=C3.[Fe+2] (DPPF). Run in C1(=CC=CC=C1)C (toluene). The product is C(C)(CC)C1=CC=C(C=C1)N1C(=NC2=CC=CC=C2C1=O)C=1C=NC=C(C1)N(CC)CC (3-(4-sec-butylphenyl)-2-(5-(diethylamino)pyridin-3-yl)quinazolin-4(3H)-one). Isolated yield 5.9%. RXN SMILES: CC([O-])(C)C.[Na+].Br[C:8]1[CH:9]=[C:10]([C:14]2[N:23]([C:24]3[CH:29]=[CH:28][C:27]([CH:30]([CH2:32][CH3:33])[CH3:31])=[CH:26][CH:25]=3)[C:22](=[O:34])[C:21]3[C:16](=[CH:17][CH:18]=[CH:19][CH:20]=3)[N:15]=2)[CH:11]=[N:12][CH:13]=1.[NH:35]([CH2:38][CH3:39])[CH2:36][CH3:37]>C1(C)C=CC=CC=1.CC([O-])=O.CC([O-])=O.[Pd+2].C1C=CC(P(C2C=CC=CC=2)[C-]2C=CC=C2)=CC=1.C1C=CC(P(C2C=CC=CC=2)[C-]2C=CC=C2)=CC=1.[Fe+2]>[CH:30]([C:27]1[CH:28]=[CH:29][C:24]([N:23]2[C:22](=[O:34])[C:21]3[C:16](=[CH:17][CH:18]=[CH:19][CH:20]=3)[N:15]=[C:14]2[C:10]2[CH:11]=[N:12][CH:13]=[C:8]([N:35]([CH2:38][CH3:39])[CH2:36][CH3:37])[CH:9]=2)=[CH:25][CH:26]=1)([CH2:32][CH3:33])[CH3:31] |f:0.1,5.6.7,8.9.10|. Procedure details: Pd(OAc)2 (0.026 g, 0.12 mmol), DPPF (0.055 g, 0.10 mmol) and NaOtBu (0.049 g, 0.52 mmol) were added to a mixture of 2-(5-bromopyridin-3-yl)-3-(4-sec-butylphenyl)quinazolin-4(3H)-one (0.175 g, 0.40 mmol) and Et2NH (0.06 mL, 0.60 mmol) in toluene (2 mL). The mixture was microwaved at 90° C. and 300 W (max. power) with cooling for 3 hours, before being concentrated in vacuo. Purification by flash chromatography on silica gel, eluting with 5% to 60% EtOAc in heptane, plus further purification by fla... Starting materials: C[C@H]1C[C@H](N(C1)C(=O)OC(C)(C)C)C(=O)OCC(C=1C=CC2=C(COC=3C=C4C(=CC23)CCCC4=O)C1)=O ((2S,4S)-1-tert-butyl 2-(2-oxo-2-(8-oxo-8,9,10,11-tetrahydro-5H-dibenzo[c,g]chromen-3-yl)ethyl) 4-methylpyrrolidine-1,2-dicarboxylate), [Br-].[Br-].[Br-].[NH+]1=CC=CC=C1.[NH+]1=CC=CC=C1.[NH+]1=CC=CC=C1 (pyridinium tribromide). Solvent: C(Cl)Cl (DCM), Cl (HCl), C(Cl)Cl (DCM), CO (MeOH). Run at time 1.5 hour. Yields the product C[C@H]1C[C@H](N(C1)C(=O)OC(C)(C)C)C(=O)OCC(=O)C=1C=CC2=C(COC=3C=C4C(=CC23)CCC(C4=O)Br)C1 ((2S,4S)-2-(2-(9-bromo-8-oxo-8,9,10,11-tetrahydro-5H-dibenzo[c,g]chromen-3-yl)-2-oxoethyl) 1-tert-butyl 4-methylpyrrolidine-1,2-dicarboxylate). Reaction SMILES: [CH3:1][C@@H:2]1[CH2:6][N:5]([C:7]([O:9][C:10]([CH3:13])([CH3:12])[CH3:11])=[O:8])[C@H:4]([C:14]([O:16][CH2:17][C:18](=[O:38])[C:19]2[CH:20]=[CH:21][C:22]3[C:31]4[CH:30]=[C:29]5[CH2:32][CH2:33][CH2:34][C:35](=[O:36])[C:28]5=[CH:27][C:26]=4[O:25][CH2:24][C:23]=3[CH:37]=2)=[O:15])[CH2:3]1.[Br-:39].[Br-].[Br-].[NH+]1C=CC=CC=1.[NH+]1C=CC=CC=1.[NH+]1C=CC=CC=1>C(Cl)Cl.CO.Cl>[CH3:1][C@@H:2]1[CH2:6][N:5]([C:7]([O:9][C:10]([CH3:11])([CH3:12])[CH3:13])=[O:8])[C@H:4]([C:14]([O:16][CH2:17][C:18]([C:19]2[CH:20]=[CH:21][C:22]3[C:31]4[CH:30]=[C:29]5[CH2:32][CH2:33][CH:34]([Br:39])[C:35](=[O:36])[C:28]5=[CH:27][C:26]=4[O:25][CH2:24][C:23]=3[CH:37]=2)=[O:38])=[O:15])[CH2:3]1 |f:1.2.3.4.5.6|. Procedure: (2S,4S)-1-tert-butyl 2-(2-oxo-2-(8-oxo-8,9,10,11-tetrahydro-5H-dibenzo[c,g]chromen-3-yl)ethyl) 4-methylpyrrolidine-1,2-dicarboxylate (621 mg, 1.19 mmol) was dissolved in a solution of DCM (10 mL) and MeOH (4 mL), then treated with pyridinium tribromide (421 mg, 1.3 mmol). After stirring at RT for 1.5 h, the reaction mixture was diluted with DCM and 10% HCl, and extracted with DCM. The organic phase was dried over MgSO4, filtered and concentrated under reduced pressure and the crude material was ... The reactants are Cl.NCC(=O)O (glycine hydrochloride), O=S(Cl)Cl (SOCl2), C(CC)O (n-propanol). Conditions: temperature 70 celsius, time 15 hour. Product: Cl.NCC(=O)OCCC (Propyl 2-aminoacetate hydrochloride). Yield: 98.0%. RXN SMILES: Cl.[NH2:2][CH2:3][C:4]([OH:6])=[O:5].O=S(Cl)[Cl:9].[CH2:11](O)[CH2:12][CH3:13]>>[ClH:9].[NH2:2][CH2:3][C:4]([O:6][CH2:11][CH2:12][CH3:13])=[O:5] |f:0.1,4.5|. Reported procedure: To a solution of glycine hydrochloride 46 (4.5 g, 40.3 mmol) in n-propanol (60 mL) was slowly added SOCl2 (13.5 mL) at room temperature. The reaction mixture was stirred at 70° C. for 15 h. After cooling to room temperature, the mixture was evaporated under vacuum to provide the titled compound (6.1 g, 98%) as a white solid. MH+118. The reactants are CC(=O)N1c2ccc(N)cc2C(C)(c2ccccc2)CC1(C)C, CCN(C(C)C)C(C)C, O=C(Cl)c1ccc(C(F)(F)F)cc1, C1CCOC1. Product: CC(=O)N1c2ccc(NC(=O)c3ccc(C(F)(F)F)cc3)cc2C(C)(c2ccccc2)CC1(C)C. Reaction SMILES: [C:1]([CH3:2])(=[O:3])[N:4]1[C:5]([CH3:22])([CH3:23])[CH2:6][C:7]([CH3:15])([c:16]2[cH:17][cH:18][cH:19][cH:20][cH:21]2)[c:8]2[cH:9][c:10]([NH2:14])[cH:11][cH:12][c:13]21.[CH:37]([N:38]([CH2:39][CH3:40])[CH:41]([CH3:42])[CH3:43])([CH3:44])[CH3:45].[F:24][C:25]([c:26]1[cH:27][cH:28][c:29]([C:30](=[O:31])[Cl:32])[cH:33][cH:34]1)([F:35])[F:36].[O:46]1[CH2:47][CH2:48][CH2:49][CH2:50]1>>[C:1]([CH3:2])(=[O:3])[N:4]1[C:5]([CH3:22])([CH3:23])[CH2:6][C:7]([CH3:15])([c:16]2[cH:17][cH:18][cH:19][cH:20][cH:21]2)[c:8]2[cH:9][c:10]([NH:14][C:30]([c:29]3[cH:28][cH:27][c:26]([C:25]([F:24])([F:35])[F:36])[cH:34][cH:33]3)=[O:31])[cH:11][cH:12][c:13]21. The reactants are ClS(=O)(=O)N=C=O (chlorosulfonyl isocyanate), OC(C(=O)C1=CC=CC=C1)(C)C (2-hydroxy-2-methyl propiophenone). The solvent is C1(=CC=CC=C1)C (toluene), C1(=CC=CC=C1)C (toluene). Reaction conditions: time 1.5 hour. Yields the product C(N)(=O)C(C(=O)C1=CC=CC=C1)(C)C (2-carbamoyl-2-methyl propiophenone). Yield: 60.0%. RXN SMILES: ClS([N:5]=[C:6]=[O:7])(=O)=O.O[C:9]([CH3:19])([CH3:18])[C:10]([C:12]1[CH:17]=[CH:16][CH:15]=[CH:14][CH:13]=1)=[O:11]>C1(C)C=CC=CC=1>[C:6]([C:9]([CH3:19])([CH3:18])[C:10]([C:12]1[CH:17]=[CH:16][CH:15]=[CH:14][CH:13]=1)=[O:11])(=[O:7])[NH2:5]. Procedure: A solution of chlorosulfonyl isocyanate in toluene was added to a solution of 2-hydroxy-2-methyl propiophenone in anhydrous toluene at 0° C. The mixture was stirred at room temperature for 1.5 hours then the resulting precipitate was collected. The precipitate was taken up in dioxane, cooled to 0°, then triturated with water. Prior to extraction with ether the dioxane solution was stirred overnight at room temperature. Extracted ether phase was treated with aqueous sodium bicarbonate until neutr...